Dataset: the Open Reaction Database (ORD), a public repository of structured organic reaction records. Task: describe an organic reaction: reactants, conditions, products, and yield Starting materials: BrC1=C(OC2=NC=C(C=N2)[N+](=O)[O-])C=CC=C1 (2-(2-bromophenoxy)-5-nitropyrimidine), CN(C)C=O (DMF), [Sn](Cl)Cl (tin (II) chloride), O (water), [OH-].[Na+] (NaOH). Solvent: CCOC(=O)C (EtOAc). Run at time 4 hour. Yields the product BrC1=C(OC2=NC=C(C=N2)N)C=CC=C1 (2-(2-bromophenoxy)pyrimidin-5-amine). As a reaction SMILES: [Br:1][C:2]1[CH:17]=[CH:16][CH:15]=[CH:14][C:3]=1[O:4][C:5]1[N:10]=[CH:9][C:8]([N+:11]([O-])=O)=[CH:7][N:6]=1.CN(C=O)C.[Sn](Cl)Cl.O.[OH-].[Na+]>CCOC(C)=O>[Br:1][C:2]1[CH:17]=[CH:16][CH:15]=[CH:14][C:3]=1[O:4][C:5]1[N:6]=[CH:7][C:8]([NH2:11])=[CH:9][N:10]=1 |f:4.5|. Procedure: To a solution of 2-(2-bromophenoxy)-5-nitropyrimidine (5.30 g, 17.9 mmol) in DMF (35.8 ml, 17.9 mmol) was added tin (II) chloride (17.0 g, 89.5 mmol) and water (4.48 ml, 17.9 mmol). The reaction was sonicated for 15 min and became deep red and exothermic in nature. The reaction was stirred at RT. After 4 h, the reaction was diluted with EtOAc, cooled to 0° C. and neutralized with 10% NaOH. Tin residue precipitated out of the solution. The reaction was diluted with EtOAc. The suspension was allow... Starting materials: CC=1C=C(SC1C)CCNC(C)=O (N-[2-(4,5-Dimethyl-thiophen-2-yl)-ethyl]-acetamide), O=P12OP3(=O)OP(=O)(O1)OP(=O)(O2)O3 (phosphorus pentoxide). The product is CC1=C(C=2C(=NCCC2S1)C)C (2,3,4-Trimethyl-6,7-dihydro-thieno[3,2-c]pyridine). Reaction SMILES: [CH3:1][C:2]1[CH:3]=[C:4]([CH2:8][CH2:9][NH:10][C:11](=O)[CH3:12])[S:5][C:6]=1[CH3:7].O=P12OP3(OP(OP(O3)(O1)=O)(=O)O2)=O>>[CH3:7][C:6]1[S:5][C:4]2[CH2:8][CH2:9][N:10]=[C:11]([CH3:12])[C:3]=2[C:2]=1[CH3:1]. Reported procedure: In close analogy to the procedure described above, N-[2-(4,5-Dimethyl-thiophen-2-yl)-ethyl]-acetamide is reacted with phosphorus pentoxide to provide the title compound. Starting materials: NC1=C(C=CC=C1C)O (2-amino-3-methylphenol), C([S-])(OCC)=S.[K+] (potassium O-ethyl dithiocarbonate). Solvent: C(C)O (ethanol). Product: SC=1OC2=C(N1)C(=CC=C2)C (2-Mercapto-4-methylbenzoxazole). As a reaction SMILES: [NH2:1][C:2]1[C:7]([CH3:8])=[CH:6][CH:5]=[CH:4][C:3]=1[OH:9].[C:10](=S)(OCC)[S-:11].[K+]>C(O)C>[SH:11][C:10]1[O:9][C:3]2[CH:4]=[CH:5][CH:6]=[C:7]([CH3:8])[C:2]=2[N:1]=1 |f:1.2|. Reported procedure: 5 g (41 mmol) of 2-amino-3-methylphenol and 6.51 g (41 mmol) of potassium O-ethyl dithiocarbonate, in suspension in 70 ml of ethanol, are successively introduced into a 500 ml round-bottomed flask and the mixture is heated at reflux for 24 h. The solvent is removed by evaporation under reduced pressure, the residue is taken up-in 50 ml of water and 4 ml of acetic acid are added. The precipitate obtained is filtered off, rinsed with water and dried under vacuum. The reactants are C(#N)CC1(CN(C1)C(=O)OC(C)(C)C)N1N=CC(=C1)C1=NC(=CC=2N1C=CN2)C2=CC=C(C=C2)C(F)(F)F (tert-butyl 3-(cyanomethyl)-3-(4-(7-(4-(trifluoromethyl)phenyl)imidazo[1,2-c]pyrimidin-5-yl)-1H-pyrazol-1-yl)azetidine-1-carboxylate), Cl (hydrogen chloride). Solvent: O1CCOCC1 (1,4-dioxane). Reaction conditions: time 2 day. Product: Cl.Cl.FC(C1=CC=C(C=C1)C1=CC=2N(C(=N1)C=1C=NN(C1)C1(CNC1)CC#N)C=CN2)(F)F (2-(3-(4-(7-(4-(trifluoromethyl)phenyl)imidazo[1,2-c]pyrimidin-5-yl)-1H-pyrazol-1-yl)azetidin-3-yl)acetonitrile dihydro chloride). Isolated yield 97.6%. As a reaction SMILES: [C:1]([CH2:3][C:4]1([N:15]2[CH:19]=[C:18]([C:20]3[N:25]4[CH:26]=[CH:27][N:28]=[C:24]4[CH:23]=[C:22]([C:29]4[CH:34]=[CH:33][C:32]([C:35]([F:38])([F:37])[F:36])=[CH:31][CH:30]=4)[N:21]=3)[CH:17]=[N:16]2)[CH2:7][N:6](C(OC(C)(C)C)=O)[CH2:5]1)#[N:2].[ClH:39]>O1CCOCC1>[ClH:39].[ClH:39].[F:38][C:35]([F:36])([F:37])[C:32]1[CH:31]=[CH:30][C:29]([C:22]2[N:21]=[C:20]([C:18]3[CH:17]=[N:16][N:15]([C:4]4([CH2:3][C:1]#[N:2])[CH2:7][NH:6][CH2:5]4)[CH:19]=3)[N:25]3[CH:26]=[CH:27][N:28]=[C:24]3[CH:23]=2)=[CH:34][CH:33]=1 |f:3.4.5|. Procedure details: To a solution of tert-butyl 3-(cyanomethyl)-3-(4-(7-(4-(trifluoromethyl)phenyl)imidazo[1,2-c]pyrimidin-5-yl)-1H-pyrazol-1-yl)azetidine-1-carboxylate (400 mg; 0.764 mmol) in 1,4-dioxane (5 mL) was added, in two equal portions, a solution of hydrogen chloride (31 mmol; 4M in 1,4-dioxane). The resulting suspension was stirred in a sealed vial for 2 days at ambient temperature. The solvent was evaporated under a stream of nitrogen and the resulting solid was dried under vacuum to give an off white s... Reactants: C=C(C)Cc1cc(CC)ccc1O, ClC(Cl)Cl, O, Cc1ccc(S(=O)(=O)O)cc1. Yields the product CCc1ccc2c(c1)CC(C)(C)O2. RXN SMILES: [CH2:1]([CH3:2])[c:3]1[cH:4][c:5]([CH2:10][C:11](=[CH2:12])[CH3:13])[c:6]([OH:9])[cH:7][cH:8]1.[CH:26]([Cl:27])([Cl:28])[Cl:29].[OH2:14].[c:15]1([CH3:16])[cH:17][cH:18][c:19]([S:20]([OH:21])(=[O:22])=[O:23])[cH:24][cH:25]1>>[CH2:1]([CH3:2])[c:3]1[cH:4][c:5]2[c:6]([cH:7][cH:8]1)[O:9][C:11]([CH3:12])([CH3:13])[CH2:10]2. Reactants: CO, COC(=O)CCCCC(OC)OC, Cl. Product: COC(=O)CCCCC=O. RXN SMILES: [CH3:15][OH:16].[CH3:1][O:2][C:3]([CH2:4][CH2:5][CH2:6][CH2:7][CH:8]([O:9][CH3:12])[O:10][CH3:11])=[O:13].[ClH:14]>>[CH3:1][O:2][C:3]([CH2:4][CH2:5][CH2:6][CH2:7][CH:8]=[O:9])=[O:13].